This data is from the Open Reaction Database (ORD), a public repository of structured organic reaction records. The task is: describe an organic reaction: reactants, conditions, products, and yield The reactants are N1=CC(=CC=C1)CCC(=O)O (3-(pyridine-3-yl)propanoic acid), Cl.NC=1C2=C(NS(N1)(=O)=O)C=CC=C2OC[C@@H]2[NH2+]CCCC2 ((R)-2-(((4-amino-2,2-dioxido-1H-benzo[c][1,2,6]thiadiazin-5-yl)oxy)methyl)piperidinium hydrochloride). Yields the product NC=1C2=C(NS(N1)(=O)=O)C=CC=C2OC[C@@H]2N(CCCC2)C(CCC=2C=NC=CC2)=O ((R)-1-(2-(((4-amino-2,2-dioxido-1H-benzo[c][1,2,6]thiadiazin-5-yl)oxy)methyl)piperidin-1-yl)-3-(pyridin-3-yl)propan-1-one). The yield is 27.1%. Reaction SMILES: [N:1]1[CH:6]=[CH:5][CH:4]=[C:3]([CH2:7][CH2:8][C:9]([OH:11])=O)[CH:2]=1.Cl.[NH2:13][C:14]1[C:15]2[C:25]([O:26][CH2:27][C@H:28]3[CH2:33][CH2:32][CH2:31][CH2:30][NH2+:29]3)=[CH:24][CH:23]=[CH:22][C:16]=2[NH:17][S:18](=[O:21])(=[O:20])[N:19]=1>>[NH2:13][C:14]1[C:15]2[C:25]([O:26][CH2:27][C@H:28]3[CH2:33][CH2:32][CH2:31][CH2:30][N:29]3[C:9](=[O:11])[CH2:8][CH2:7][C:3]3[CH:2]=[N:1][CH:6]=[CH:5][CH:4]=3)=[CH:24][CH:23]=[CH:22][C:16]=2[NH:17][S:18](=[O:20])(=[O:21])[N:19]=1 |f:1.2|. Procedure details: Prepared as in Example 15 from 3-(pyridine-3-yl)propanoic acid and (R)-4-amino-5-(piperidin-2-ylmethoxy)-1H-benzo[c][1,2,6]thiadiazine 2,2-dioxide hyrochloride (Example 15a) in 27.1% yield. 1H NMR (DMSO-d6, 400 MHz, 60° C.): 1.20-1.40 (m, 1H), 1.45-1.67 (m, 4H), 1.74 (m, 1H), 2.68 (m, 2H), 2.86 (m, 2H), 3.17 (s, 1H), 3.76 (br s, 1H), 4.17 (br s, 1H), 4.45 (t, J=9.6 Hz, 1H), 5.13 (br s, 1H), 6.63 (d, J=8.0 Hz, 1H), 6.82 (d, J=8.0 Hz, 1H), 7.24 (m, 1H), 7.43 (t, J=8.0 Hz, 1H), 7.64 (m, 1H), 7.74 (... Reactants: C(C)OC(=O)C1=C2C(NC1=O)=CC=CC=C2 (1,2-dihydro-2-oxocyclohepta[b]pyrrole-3-carboxylic acid ethyl ester), [Na] (sodium), COC(C(CC(=O)OC)Br)=O (2-bromobutanedioic acid dimethyl ester). Product: COC(C(CC(=O)OC)N1C=2C(=C(C1=O)C(=O)OCC)C=CC=CC2)=O (2-(3-ethoxycarbonyl-1,2-dihydro-2-oxocyclohepta[b]pyrrol-1-yl) butanedioic acid dimethyl ester). Reported procedure: A mixture of 1,2-dihydro-2-oxocyclohepta[b]pyrrole-3-carboxylic acid ethyl ester, sodium salt (12.5 g, described in example 1) and 2-bromobutanedioic acid dimethyl ester (14.5 g) in DMF (14.5 g) was heated at 100° C. for 48 hr. The mixture was cooled, diluted with water and extracted with chloroform. The chloroform extract was passed through a column of silica gel. Subsequent elution of the column with chloroform-methanol (97:3) gave 2.0 g of 2-(3-ethoxycarbonyl-1,2-dihydro-2-oxocyclohepta[b]pyr... The solvent is CN(C)C=O (DMF), O (water). Reaction conditions: temperature 100 celsius. Reaction SMILES: [CH2:1]([O:3][C:4]([C:6]1[C:10](=[O:11])[NH:9][C:8]2=[CH:12][CH:13]=[CH:14][CH:15]=[CH:16][C:7]=12)=[O:5])[CH3:2].[Na].[CH3:18][O:19][C:20](=[O:28])[CH:21](Br)[CH2:22][C:23]([O:25][CH3:26])=[O:24]>CN(C=O)C.O>[CH3:18][O:19][C:20](=[O:28])[CH:21]([N:9]1[C:10](=[O:11])[C:6]([C:4]([O:3][CH2:1][CH3:2])=[O:5])=[C:7]2[CH:16]=[CH:15][CH:14]=[CH:13][CH:12]=[C:8]12)[CH2:22][C:23]([O:25][CH3:26])=[O:24] |^1:16|.